From a dataset of the Open Reaction Database (ORD), a public repository of structured organic reaction records. describe an organic reaction: reactants, conditions, products, and yield Reactants: O (water), C(Cl)(Cl)Cl (chloroform), CC=1C=C(C=CC1C)C1SCC(=C1O)C(=O)C (2-(3,4-dimethylphenyl)-3-hydroxy-4-methylcarbonyl-2,5-dihydrothiophene), C(Cl)(Cl)Cl (chloroform), S(=O)(=O)(Cl)Cl (sulfuryl chloride). Solvent: C(C)(C)O (isopropyl alcohol). Run at temperature -40 celsius, time 60 minute. The product is CC=1C=C(C=CC1C)C=1SC=C(C1O)C(=O)C (2-(3,4-Dimethylphenyl)-3-hydroxy-4-methylcarbonyl thiophene). Isolated yield 19.4%. As a reaction SMILES: C(Cl)(Cl)Cl.[CH3:5][C:6]1[CH:7]=[C:8]([CH:13]2[C:17]([OH:18])=[C:16]([C:19]([CH3:21])=[O:20])[CH2:15][S:14]2)[CH:9]=[CH:10][C:11]=1[CH3:12].S(Cl)(Cl)(=O)=O.O>C(O)(C)C>[CH3:5][C:6]1[CH:7]=[C:8]([C:13]2[S:14][CH:15]=[C:16]([C:19]([CH3:21])=[O:20])[C:17]=2[OH:18])[CH:9]=[CH:10][C:11]=1[CH3:12]. Procedure: A chloroform (24 mL) solution of 2-(3,4-dimethylphenyl)-3-hydroxy-4-methylcarbonyl-2,5-dihydrothiophene (2.44 g, 9.82 mmol, purity: 72%) was cooled to −40° C., and to this solution, a chloroform (37 mL) solution of sulfuryl chloride (0.79 mL, 1.0 equivalent amount) was dropwise added over a period of 55 minutes, followed by stirring at −40° C. for 60 minutes. The temperature of the solution was raised to 0° C., and water (5 mL) was dropwise added over a period of 1 minute, followed by liquid sep... The reactants are C(C)OC(CC1=CC(=C(C=C1)OC)OC1=C(C=C(C=C1)C(F)(F)F)C=O)=O ([3-(2-formyl-4-trifluoromethyl-phenoxy)-4-methoxy-phenyl]-acetic acid ethyl ester), C(C)N (ethylamine). Product: C(C)OC(CC1=CC(=C(C=C1)OC)OC1=C(C=C(C=C1)C(F)(F)F)CNCC)=O ([3-(2-Ethylaminomethyl-4-trifluoromethyl-phenoxy)-4-methoxy-phenyl]-acetic acid ethyl ester). RXN SMILES: [CH2:1]([O:3][C:4](=[O:27])[CH2:5][C:6]1[CH:11]=[CH:10][C:9]([O:12][CH3:13])=[C:8]([O:14][C:15]2[CH:20]=[CH:19][C:18]([C:21]([F:24])([F:23])[F:22])=[CH:17][C:16]=2[CH:25]=O)[CH:7]=1)[CH3:2].[CH2:28]([NH2:30])[CH3:29]>>[CH2:1]([O:3][C:4](=[O:27])[CH2:5][C:6]1[CH:11]=[CH:10][C:9]([O:12][CH3:13])=[C:8]([O:14][C:15]2[CH:20]=[CH:19][C:18]([C:21]([F:22])([F:23])[F:24])=[CH:17][C:16]=2[CH2:25][NH:30][CH2:28][CH3:29])[CH:7]=1)[CH3:2]. Procedure: Prepared according to the procedure described in Example 3, Step 2, using the following starting materials: [3-(2-formyl-4-trifluoromethyl-phenoxy)-4-methoxy-phenyl]-acetic acid ethyl ester and ethylamine (2M in THF). Starting materials: COC(C(=O)N(C)C)c1ccccn1, [Na+], [OH-], O, S=P12SP3(=S)SP(=S)(S1)SP(=S)(S2)S3, c1ccncc1. RXN SMILES: [CH3:15][O:16][CH:17]([C:18](=[O:19])[N:20]([CH3:21])[CH3:22])[c:23]1[n:24][cH:25][cH:26][cH:27][cH:28]1.[Na+:36].[OH-:35].[OH2:37].[P:1]12(=[S:2])[S:3][P:4]3(=[S:14])[S:5][P:6](=[S:12])([S:7][P:8](=[S:11])([S:9]3)[S:10]1)[S:13]2.[cH:29]1[cH:30][cH:31][n:32][cH:33][cH:34]1>>[S:2]=[C:18]([CH:17]([O:16][CH3:15])[c:23]1[n:24][cH:25][cH:26][cH:27][cH:28]1)[N:20]([CH3:21])[CH3:22]. Yields the product COC(C(=S)N(C)C)c1ccccn1. Starting materials: C1CCOC1, CO, COC(=O)c1ccc(Sc2cccc(Cl)c2)cc1, [Li+], [OH-], O, O=C(O)CC(O)(CC(=O)O)C(=O)O. Yields the product O=C(O)c1ccc(Sc2cccc(Cl)c2)cc1. As a reaction SMILES: [CH2:34]1[O:35][CH2:36][CH2:37][CH2:38]1.[CH3:39][OH:40].[Cl:1][c:2]1[cH:3][c:4]([S:8][c:9]2[cH:10][cH:11][c:12]([C:13](=[O:14])[O:15][CH3:16])[cH:17][cH:18]2)[cH:5][cH:6][cH:7]1.[Li+:20].[OH-:19].[OH2:41].[OH:21][C:22]([CH2:23][C:24]([C:25](=[O:26])[OH:27])([CH2:28][C:29](=[O:30])[OH:31])[OH:32])=[O:33]>>[Cl:1][c:2]1[cH:3][c:4]([S:8][c:9]2[cH:10][cH:11][c:12]([C:13](=[O:14])[OH:15])[cH:17][cH:18]2)[cH:5][cH:6][cH:7]1. Reactants: NC1[C@@H]2N(C(=C(CS2)CI)C(=O)[O-])C1=O (7-amino-3-iodomethyl-3-cephem-4-carboxylate), O (water), bistrimethyl-silylacetamide, C=1C=2N(C=CN1)C=CC2 (pyrrolo[1,2-a]pyrazine). The solvent is C(C)#N (acetonitrile). Reaction conditions: temperature 0 celsius. Product: NC1[C@@H]2N(C(=C(CS2)C[N+]2=CC=3N(C=C2)C=CC3)C(=O)[O-])C1=O (7-amino-3-(pyrrolo-[1,2-a]pyrazinium-2-yl)methyl-3-cephem-4-carboxylate). Yield: 93.0%. RXN SMILES: [NH2:1][CH:2]1[C:14](=[O:15])[N:4]2[C:5]([C:11]([O-:13])=[O:12])=[C:6]([CH2:9]I)[CH2:7][S:8][C@H:3]12.[CH:16]1[C:17]2[N:18]([CH:22]=[CH:23][CH:24]=2)[CH:19]=[CH:20][N:21]=1.O>C(#N)C>[NH2:1][CH:2]1[C:14](=[O:15])[N:4]2[C:5]([C:11]([O-:13])=[O:12])=[C:6]([CH2:9][N+:21]3[CH:20]=[CH:19][N:18]4[CH:22]=[CH:23][CH:24]=[C:17]4[CH:16]=3)[CH2:7][S:8][C@H:3]12. Procedure details: 2.5 g of 7-amino-3-iodomethyl-3-cephem-4-carboxylate was suspended in 30 ml of acetonitrile; and 2 ml bistrimethyl-silylacetamide was added thereto. To the mixture was added 2 g of pyrrolo[1,2-a]pyrazine prepared in Preparation Example 1. The reaction mixture was reacted at 10° C. for 1 hour and then cooled to 0° C. To this solution was added 0.6 ml of water; and the resulting mixture was filtered and then washed with 30 ml of cold acetonitrile to obtain 2.4 g of light yellow title compound (yie... Reported procedure: Crude title compound was obtained as an oil in a similar manner to that described in Example 1(iii) above using 643.3 mg (1.80 mmol) of (2R,3R)-2-(2,3-difluorophenyl)-3-[[1-(hydroxymethyl)-2-hydroxyethyl]thio]-1-(1H-1,2,4-triazol-1-yl)-2-butanol [prepared as described in Step 7(vi) above], 361.8 mg (1.80 mmol) of 3-fluoro-4-[(1E,3E)-5-oxo-1,3-pentadienyl]-benzonitrile [prepared as described in Example 1(ii) above] and 376.3 mg (1.98 mmol) of p-toluenesulfonic acid monohydrate. The oil was purifi... Isolated yield 54.6%. Yields the product C(#N)C1=CC(=C(C=C1)/C=C/C=C/[C@@H]1OC[C@H](CO1)S[C@@H]([C@@](CN1N=CN=C1)(O)C1=C(C(=CC=C1)F)F)C)F ((2R,3R)-3-[[trans-2-[(1E,3E)-4-(4-Cyano-2-fluorophenyl)-1,3-butadien-1-yl]-1,3-dioxan-5-yl]thio]-2-(2,3-difluorophenyl)-1-(1H-1,2,4-triazol-1-yl)-2-butanol). The reactants are FC1=C(C=CC=C1F)[C@@](CN1N=CN=C1)([C@@H](C)SC(CO)CO)O ((2R,3R)-2-(2,3-difluorophenyl)-3-[[1-(hydroxymethyl)-2-hydroxyethyl]thio]-1-(1H-1,2,4-triazol-1-yl)-2-butanol), FC=1C=C(C#N)C=CC1\C=C\C=C\C=O (3-fluoro-4-[(1E,3E)-5-oxo-1,3-pentadienyl]-benzonitrile), O.C1(=CC=C(C=C1)S(=O)(=O)O)C (p-toluenesulfonic acid monohydrate). Reaction SMILES: [F:1][C:2]1[C:7]([F:8])=[CH:6][CH:5]=[CH:4][C:3]=1[C@:9]([OH:24])([C@H:16]([S:18][CH:19]([CH2:22][OH:23])[CH2:20][OH:21])[CH3:17])[CH2:10][N:11]1[CH:15]=[N:14][CH:13]=[N:12]1.[F:25][C:26]1[CH:27]=[C:28]([CH:31]=[CH:32][C:33]=1/[CH:34]=[CH:35]/[CH:36]=[CH:37]/[CH:38]=O)[C:29]#[N:30].O.C1(C)C=CC(S(O)(=O)=O)=CC=1>>[C:29]([C:28]1[CH:31]=[CH:32][C:33](/[CH:34]=[CH:35]/[CH:36]=[CH:37]/[C@H:38]2[O:21][CH2:20][C@H:19]([S:18][C@H:16]([CH3:17])[C@:9]([C:3]3[CH:4]=[CH:5][CH:6]=[C:7]([F:8])[C:2]=3[F:1])([OH:24])[CH2:10][N:11]3[CH:15]=[N:14][CH:13]=[N:12]3)[CH2:22][O:23]2)=[C:26]([F:25])[CH:27]=1)#[N:30] |f:2.3|. Reactants: BrCCO (2-bromoethanol), CC(C1=CC=CC=C1)N (α-methylbenzylamine), Br (hydrobromic acid). The solvent is ClCCl (dichloromethane). Run at temperature 51 celsius, time 50 hour. Product: CC1NCCC2=CC=CC=C12 (1-methyl-1,2,3,4-tetrahydroisoquinoline). Isolated yield 139.0%. RXN SMILES: [CH3:1][CH:2]([NH2:9])[C:3]1[CH:8]=[CH:7][CH:6]=[CH:5][CH:4]=1.Br[CH2:11][CH2:12]O.Br>ClCCl>[CH3:1][CH:2]1[C:3]2[C:8](=[CH:7][CH:6]=[CH:5][CH:4]=2)[CH2:12][CH2:11][NH:9]1. Reported procedure: 76.61 g(630 mmole) of α-methylbenzylamine was dissolved in 77 ml of dichloromethane and 94.8 g(760 mmole) of 2-bromoethanol was added thereto. This mixture was stirred at 51° C. for 50 hours to complete the reaction. The reaction solution was concentrated under reduced pressure and 286.4 ml(2500 mmole) of 48% aqueous hydrobromic acid solution was added thereto and allowed to react at 126° C. for 30 minutes under refluxing. The reaction solution was then distilled for 2 hours under normal pressur... The reactants are BrC1=C(N=C(N(C1=O)C=1C=C(C(=O)O)C=CC1C)C)OCC1=C(C=C(C=C1)F)F (3-[5-bromo-4-[(2,4-difluorobenzyl)oxy]-2-methyl-6-oxopyrimidin-1(6H)-yl]-4-methylbenzoic acid), C(C(C)C)OC(=O)Cl (isobutylchloroformate), S-3-amino-1,2 propanediol, CN1CCOCC1 (N-methylmorpholine). The solvent is CN(C=O)C (dimethylformamide), ClCCl (dichloromethane). Reaction conditions: temperature 0 celsius, time 10 minute. The product is BrC1=C(N=C(N(C1=O)C=1C=C(C(=O)NC[C@@H](CO)O)C=CC1C)C)OCC1=C(C=C(C=C1)F)F ((±)3-[5-bromo-4-[(2,4-difluorobenzyl)oxy]-2-methyl-6-oxopyrimidin-1(6H)-yl]-N-[(2S)-2,3-dihydroxypropyl]-4-methylbenzamide). The yield is 42.9%. Reaction SMILES: [Br:1][C:2]1[C:7](=[O:8])[N:6]([C:9]2[CH:10]=[C:11]([CH:15]=[CH:16][C:17]=2[CH3:18])[C:12]([OH:14])=O)[C:5]([CH3:19])=[N:4][C:3]=1[O:20][CH2:21][C:22]1[CH:27]=[CH:26][C:25]([F:28])=[CH:24][C:23]=1[F:29].[CH2:30]([O:34]C(Cl)=O)C(C)C.C[N:39]1CC[O:42][CH2:41][CH2:40]1>CN(C)C=O.ClCCl>[Br:1][C:2]1[C:7](=[O:8])[N:6]([C:9]2[CH:10]=[C:11]([CH:15]=[CH:16][C:17]=2[CH3:18])[C:12]([NH:39][CH2:40][C@H:41]([OH:42])[CH2:30][OH:34])=[O:14])[C:5]([CH3:19])=[N:4][C:3]=1[O:20][CH2:21][C:22]1[CH:27]=[CH:26][C:25]([F:28])=[CH:24][C:23]=1[F:29]. Reported procedure: To a solution of 3-[5-bromo-4-[(2,4-difluorobenzyl)oxy]-2-methyl-6-oxopyrimidin-1(6H)-yl]-4-methylbenzoic acid (0.3 g, 0.65 mmol) in dimethylformamide (3.0 mL) at −10° C. was added isobutylchloroformate (0.13 g, 0.92 mmol) followed by the addition of N-methylmorpholine (0.130 g, 1.28 mmol). The mixture was stirred for 10 min. under argon atmosphere. The reaction mixture was then stirred at room temperature for 30 min, cooled to 0° C., and added S-3-amino-1,2 propanediol (0.118 g, 1.3 mmol). The ...